describe an organic reaction: reactants, conditions, products, and yield From a dataset of the Open Reaction Database (ORD), a public repository of structured organic reaction records. Starting materials: COC(=O)C(C)(C)N, O=Cc1ccc(NC(=O)c2cc(N(CC3CC3)C3CCCCC3)ncn2)cc1, Cl. Yields the product COC(=O)C(C)(C)NCc1ccc(NC(=O)c2cc(N(CC3CC3)C3CCCCC3)ncn2)cc1. As a reaction SMILES: [CH3:30][O:31][C:32]([C:33]([CH3:34])([CH3:35])[NH2:36])=[O:37].[CH:1]1([N:7]([c:8]2[cH:9][c:10]([C:14](=[O:15])[NH:16][c:17]3[cH:18][cH:19][c:20]([CH:23]=[O:24])[cH:21][cH:22]3)[n:11][cH:12][n:13]2)[CH2:25][CH:26]2[CH2:27][CH2:28]2)[CH2:2][CH2:3][CH2:4][CH2:5][CH2:6]1.[ClH:29]>>[CH:1]1([N:7]([c:8]2[cH:9][c:10]([C:14](=[O:15])[NH:16][c:17]3[cH:18][cH:19][c:20]([CH2:23][NH:36][C:33]([C:32]([O:31][CH3:30])=[O:37])([CH3:34])[CH3:35])[cH:21][cH:22]3)[n:11][cH:12][n:13]2)[CH2:25][CH:26]2[CH2:27][CH2:28]2)[CH2:2][CH2:3][CH2:4][CH2:5][CH2:6]1. Reactants: OC=1C=CC(=C(C1)C1=C(C=C(C=C1)C(CC)=O)CCC)C (1-(5′-hydroxy-2′-methyl-2-propylbiphenyl-4-yl)-1-propanone), C(C1=CC=CC=C1)(=O)OCC=1C=C(CBr)C=CC1COC(C1=CC=CC=C1)=O (3,4-bis(benzoyloxymethyl)benzyl bromide), C([O-])([O-])=O.[K+].[K+] (potassium carbonate). The solvent is C(C)C(=O)C (methyl ethyl ketone). The product is C(C1=CC=CC=C1)(=O)OCC=1C=C(COC=2C=CC(=C(C2)C2=C(C=C(C=C2)C(CC)=O)CCC)C)C=CC1COC(C1=CC=CC=C1)=O (1-{5′-[3,4-Bis(benzoyloxymethyl)benzyloxy]-2′methyl-2-propylbiphenyl-4-yl}-1-propanone). The yield is 56.0%. Reaction SMILES: [OH:1][C:2]1[CH:3]=[CH:4][C:5]([CH3:21])=[C:6]([C:8]2[CH:13]=[CH:12][C:11]([C:14](=[O:17])[CH2:15][CH3:16])=[CH:10][C:9]=2[CH2:18][CH2:19][CH3:20])[CH:7]=1.[C:22]([O:30][CH2:31][C:32]1[CH:33]=[C:34]([CH:37]=[CH:38][C:39]=1[CH2:40][O:41][C:42](=[O:49])[C:43]1[CH:48]=[CH:47][CH:46]=[CH:45][CH:44]=1)[CH2:35]Br)(=[O:29])[C:23]1[CH:28]=[CH:27][CH:26]=[CH:25][CH:24]=1.C(=O)([O-])[O-].[K+].[K+]>C(C(C)=O)C>[C:22]([O:30][CH2:31][C:32]1[CH:33]=[C:34]([CH:37]=[CH:38][C:39]=1[CH2:40][O:41][C:42](=[O:49])[C:43]1[CH:44]=[CH:45][CH:46]=[CH:47][CH:48]=1)[CH2:35][O:1][C:2]1[CH:3]=[CH:4][C:5]([CH3:21])=[C:6]([C:8]2[CH:13]=[CH:12][C:11]([C:14](=[O:17])[CH2:15][CH3:16])=[CH:10][C:9]=2[CH2:18][CH2:19][CH3:20])[CH:7]=1)(=[O:29])[C:23]1[CH:24]=[CH:25][CH:26]=[CH:27][CH:28]=1 |f:2.3.4|. Procedure: 1.5 g (5.4 mmol) of 1-(5′-hydroxy-2′-methyl-2-propylbiphenyl-4-yl)-1-propanone, 2.5 g (5.7 mmol) of (3,4-bis(benzoyloxymethyl)benzyl bromide and 750 mg (5.4 mmol) of potassium carbonate are placed in 50 ml of methyl ethyl ketone in a round-bottomed flask and under a stream of nitrogen. The mixture is refluxed overnight and, after cooling, it is filtered through Celite. The filtrate is extracted with water and ethyl acetate. The organic phase is dried over magnesium sulfate, filtered and then eva... Starting materials: Cl (hydrochloric acid), ClC=1C=C2C(C(N(C2=CC1)S(=O)(=O)C1=C(C=C(C=C1)OC)OC(F)(F)F)=O)(N1[C@@H](C[C@H](C1)O)C(=O)N(C)C)C=1C=C(C=CC1OC)CCN1CCN(CC1)C(=O)OC(C)(C)C (tert-butyl 4-{2-[3-(5-chloro-3-{(2S,4R)-2-[(dimethylamino)carbonyl]-4-hydroxypyrrolidin-1-yl}-1-{[4-methoxy-2-(trifluoromethoxy)phenyl]sulfonyl}-2-oxo-2,3-dihydro-1H-indol-3-yl)-4-methoxyphenyl]ethyl}piperazine-1-carboxylate), C(=O)(O)[O-].[Na+] (NaHCO3). Solvent: CCOC(=O)C (EtOAc). Run at time 30 minute. Product: ClC=1C=C2C(C(N(C2=CC1)S(=O)(=O)C1=C(C=C(C=C1)OC)OC(F)(F)F)=O)(C1=C(C=CC(=C1)CCN1CCNCC1)OC)N1[C@H](C(=O)N(C)C)C[C@H](C1)O ((4R)-1-(5-chloro-3-[2-methoxy-5-(2-piperazin-1-ylethyl)phenyl]-1-{[4-methoxy-2-(trifluoromethoxy)phenyl]sulfonyl}-2-oxo-2,3-dihydro-1H-indol-3-yl)-4-hydroxy-N,N-dimethyl-L-prolinamide). Isolated yield 56.3%. Reaction SMILES: Cl.[Cl:2][C:3]1[CH:4]=[C:5]2[C:9](=[CH:10][CH:11]=1)[N:8]([S:12]([C:15]1[CH:20]=[CH:19][C:18]([O:21][CH3:22])=[CH:17][C:16]=1[O:23][C:24]([F:27])([F:26])[F:25])(=[O:14])=[O:13])[C:7](=[O:28])[C:6]2([C:40]1[CH:41]=[C:42]([CH2:48][CH2:49][N:50]2[CH2:55][CH2:54][N:53](C(OC(C)(C)C)=O)[CH2:52][CH2:51]2)[CH:43]=[CH:44][C:45]=1[O:46][CH3:47])[N:29]1[CH2:33][C@H:32]([OH:34])[CH2:31][C@H:30]1[C:35]([N:37]([CH3:39])[CH3:38])=[O:36].C([O-])(O)=O.[Na+]>CCOC(C)=O>[Cl:2][C:3]1[CH:4]=[C:5]2[C:9](=[CH:10][CH:11]=1)[N:8]([S:12]([C:15]1[CH:20]=[CH:19][C:18]([O:21][CH3:22])=[CH:17][C:16]=1[O:23][C:24]([F:25])([F:27])[F:26])(=[O:13])=[O:14])[C:7](=[O:28])[C:6]2([N:29]1[CH2:33][C@H:32]([OH:34])[CH2:31][C@H:30]1[C:35]([N:37]([CH3:38])[CH3:39])=[O:36])[C:40]1[CH:41]=[C:42]([CH2:48][CH2:49][N:50]2[CH2:51][CH2:52][NH:53][CH2:54][CH2:55]2)[CH:43]=[CH:44][C:45]=1[O:46][CH3:47] |f:2.3|. Procedure details: Concentrated hydrochloric acid (3.0 ml) was added to 120 mg of the compound obtained in Example 228, and the solution was stirred at room temperature for 30 minutes. The stirred solution was poured into a saturated aqueous solution of NaHCO3, and extraction was carried out with EtOAc. The extract was dried over Na2SO4, then, the drying agent was separated by filtration and the solvent was evaporated under reduced pressure. The obtained residue was purified by a preparative TLC plate (2 mm; mobil...